Dataset: the Open Reaction Database (ORD), a public repository of structured organic reaction records. Task: describe an organic reaction: reactants, conditions, products, and yield The reactants are NC1=NC(=C(C(=N1)OS(=O)(=O)C1=C(C=C(C=C1C)C)C)CC1=C(C=C(CN(CCC(=O)OCC)CC(F)F)C=C1)OC)C (ethyl 3-((4-((2-amino-4-(mesitylsulfonyloxy)-6-methylpyrimidin-5-yl)methyl)-3-methoxybenzyl)(2,2-difluoroethyl)amino)propanoate), N[C@H](CCO)CCC ((S)-3-aminohexan-1-ol). Yields the product NC1=NC(=C(C(=N1)N[C@H](CCO)CCC)CC1=C(C=C(CN(CCC(=O)OCC)CC(F)F)C=C1)OC)C ((S)-ethyl 3-((4-((2-amino-4-(1-hydroxyhexan-3-ylamino)-6-methylpyrimidin-5-yl)methyl)-3-methoxybenzyl)(2,2-difluoroethyl)amino)propanoate). Isolated yield 79.0%. As a reaction SMILES: [NH2:1][C:2]1[N:7]=[C:6](OS(C2C(C)=CC(C)=CC=2C)(=O)=O)[C:5]([CH2:21][C:22]2[CH:40]=[CH:39][C:25]([CH2:26][N:27]([CH2:35][CH:36]([F:38])[F:37])[CH2:28][CH2:29][C:30]([O:32][CH2:33][CH3:34])=[O:31])=[CH:24][C:23]=2[O:41][CH3:42])=[C:4]([CH3:43])[N:3]=1.[NH2:44][C@@H:45]([CH2:49][CH2:50][CH3:51])[CH2:46][CH2:47][OH:48]>>[NH2:1][C:2]1[N:7]=[C:6]([NH:44][C@@H:45]([CH2:49][CH2:50][CH3:51])[CH2:46][CH2:47][OH:48])[C:5]([CH2:21][C:22]2[CH:40]=[CH:39][C:25]([CH2:26][N:27]([CH2:35][CH:36]([F:37])[F:38])[CH2:28][CH2:29][C:30]([O:32][CH2:33][CH3:34])=[O:31])=[CH:24][C:23]=2[O:41][CH3:42])=[C:4]([CH3:43])[N:3]=1. Reported procedure: The sub-title compound was synthesized by the method of example 1 step (viii) from the product of step (ii) (190 mg) (S)-3-aminohexan-1-ol (110 mg). The sub-title compound (130 mg) was obtained as a colourless gum; 1H NMR (CDCl3); 6.91 (1H, s), 6.87 (1H, d), 6.79 (1H, d), 5.72 (1H, tt), 5.69 (2H, br s), 4.19-4.15 (2H, m), 4.11 (2H, q), 3.89 (3H, s), 3.65-3.64 (4H, m), 3.45-3.40 (1H, m), 3.21 (1H, ddd), 2.90 (2H, t), 2.78 (2H, dt), 2.48-2.43 (5H, m), 1.85-1.74 (1H, m), 1.49-1.37 (1H, m), 1.32-1.1... Starting materials: [Br-], CC[Mg+], CCC(=O)c1nc(-c2ccc(F)cc2F)c(-c2ccc(=O)n(-c3c(F)cccc3F)c2)o1. Product: CCC(O)(CC)c1nc(-c2ccc(F)cc2F)c(-c2ccc(=O)n(-c3c(F)cccc3F)c2)o1. Reaction SMILES: [Br-:33].[CH2:34]([CH3:35])[Mg+:36].[F:1][c:2]1[c:3](-[n:9]2[c:10](=[O:32])[cH:11][cH:12][c:13](-[c:15]3[c:16](-[c:24]4[c:25]([F:31])[cH:26][c:27]([F:30])[cH:28][cH:29]4)[n:17][c:18]([C:20]([CH2:21][CH3:22])=[O:23])[o:19]3)[cH:14]2)[c:4]([F:8])[cH:5][cH:6][cH:7]1>>[F:1][c:2]1[c:3](-[n:9]2[c:10](=[O:32])[cH:11][cH:12][c:13](-[c:15]3[c:16](-[c:24]4[c:25]([F:31])[cH:26][c:27]([F:30])[cH:28][cH:29]4)[n:17][c:18]([C:20]([CH2:21][CH3:22])([OH:23])[CH2:34][CH3:35])[o:19]3)[cH:14]2)[c:4]([F:8])[cH:5][cH:6][cH:7]1. The reactants are C1(=CC=CC=C1)S(=O)(=O)CC1=CC=C(C(=C1C(=O)OC)C#CCNC(=O)OC(C)(C)C)C1=COC=C1 (methyl 6-(benzenesulphonylmethyl)-2-(3-t-butyoxycarbonylamino-prop-1-yn-1-yl)-3-(furan-3-yl)benzoate), C1(=CC=CC=C1)S(=O)(=O)CC1=CC=C(C(=C1C(=O)OC)C#CCNC(=O)OC(C)(C)C)C1=COC=C1 (methyl 6-(benzenesulphonylmethyl)-2-(3-t-butyoxycarbonylamino-prop-1-yn-1-yl)-3-(furan-3-yl)benzoate), [H][H] (hydrogen). Reagents/catalysts: [Pd] (Palladium on carbon). Solvent: C(C)O (ethanol), C1CCOC1 (THF). Yields the product C1(=CC=CC=C1)S(=O)(=O)CC1=CC=C(C(=C1C(=O)OC)CCCNC(=O)OC(C)(C)C)C1=COC=C1 (methyl 6-(benzenesulphonylmethyl)-2-(3-t-butoxycarbonylaminopropyl)-3-(furan-3-yl)benzoate). Isolated yield 51.9%. RXN SMILES: [C:1]1([S:7]([CH2:10][C:11]2[C:16]([C:17]([O:19][CH3:20])=[O:18])=[C:15]([C:21]#[C:22][CH2:23][NH:24][C:25]([O:27][C:28]([CH3:31])([CH3:30])[CH3:29])=[O:26])[C:14]([C:32]3[CH:36]=[CH:35][O:34][CH:33]=3)=[CH:13][CH:12]=2)(=[O:9])=[O:8])[CH:6]=[CH:5][CH:4]=[CH:3][CH:2]=1.[H][H]>[Pd].C(O)C.C1COCC1>[C:1]1([S:7]([CH2:10][C:11]2[C:16]([C:17]([O:19][CH3:20])=[O:18])=[C:15]([CH2:21][CH2:22][CH2:23][NH:24][C:25]([O:27][C:28]([CH3:29])([CH3:30])[CH3:31])=[O:26])[C:14]([C:32]3[CH:36]=[CH:35][O:34][CH:33]=3)=[CH:13][CH:12]=2)(=[O:9])=[O:8])[CH:2]=[CH:3][CH:4]=[CH:5][CH:6]=1. Procedure details: 10% Palladium on carbon (0.05 g) was added to a solution of methyl 6-(benzenesulphonylmethyl)-2-(3-t-butyoxycarbonylamino-prop-1-yn-1-yl)-3-(furan-3-yl)benzoate (Intermediate 132, 0.22 g) in ethanol (10 ml) and THF (10 ml) and the mixture was stirred at room temperature in an atmosphere of hydrogen (balloon) for 60 hours. The mixture was filtered through Celite and the filtrate was evaporated to dryness. The residue was purified by chromatography on silica eluting with a mixture of ethyl acetate... Starting materials: [BH4-], CCOC(=O)C1(C(=O)OCC)CCOCC1, CC(C)C[Al+]CC(C)C, CCO, Cc1ccccc1, [H-], [Na+]. Product: CCOC(=O)C1(CO)CCOCC1. RXN SMILES: [BH4-:30].[CH2:11]([CH3:12])[O:13][C:14](=[O:15])[C:16]1([C:22](=[O:23])[O:24][CH2:25][CH3:26])[CH2:17][CH2:18][O:19][CH2:20][CH2:21]1.[CH2:2]([Al+:3][CH2:4][CH:5]([CH3:6])[CH3:7])[CH:8]([CH3:9])[CH3:10].[CH3:27][CH2:28][OH:29].[CH3:32][c:33]1[cH:34][cH:35][cH:36][cH:37][cH:38]1.[H-:1].[Na+:31]>>[CH2:11]([CH3:12])[O:13][C:14](=[O:15])[C:16]1([CH2:22][OH:23])[CH2:17][CH2:18][O:19][CH2:20][CH2:21]1. Yields the product CCOc1cc(C(C)(C)C)ncc1C1=NC(C)(c2ccc(Cl)cc2)C(C)(c2ccc(Cl)cc2)N1C(=O)N1CCC(N2CCNC(=O)CC2)CC1. Reactants: CCOc1cc(C(C)(C)C)ncc1C1=NC(C)(c2ccc(Cl)cc2)C(C)(c2ccc(Cl)cc2)N1C(=O)Cl, O=C1CCN(C2CCNCC2)CCN1. As a reaction SMILES: [C:1]([CH3:2])([CH3:3])([CH3:4])[c:5]1[cH:6][c:7]([O:35][CH2:36][CH3:37])[c:8]([C:11]2=[N:15][C:14]([CH3:16])([c:17]3[cH:18][cH:19][c:20]([Cl:23])[cH:21][cH:22]3)[C:13]([CH3:24])([c:25]3[cH:26][cH:27][c:28]([Cl:31])[cH:29][cH:30]3)[N:12]2[C:32](=[O:33])[Cl:34])[cH:9][n:10]1.[NH:38]1[CH2:39][CH2:40][CH:41]([N:44]2[CH2:45][CH2:46][NH:47][C:48](=[O:51])[CH2:49][CH2:50]2)[CH2:42][CH2:43]1>>[C:1]([CH3:2])([CH3:3])([CH3:4])[c:5]1[cH:6][c:7]([O:35][CH2:36][CH3:37])[c:8]([C:11]2=[N:15][C:14]([CH3:16])([c:17]3[cH:18][cH:19][c:20]([Cl:23])[cH:21][cH:22]3)[C:13]([CH3:24])([c:25]3[cH:26][cH:27][c:28]([Cl:31])[cH:29][cH:30]3)[N:12]2[C:32](=[O:33])[N:38]2[CH2:39][CH2:40][CH:41]([N:44]3[CH2:45][CH2:46][NH:47][C:48](=[O:51])[CH2:49][CH2:50]3)[CH2:42][CH2:43]2)[cH:9][n:10]1. Starting materials: CC1CC(N(O1)C1=C(C=C(C=C1)C(=O)OCC)[N+](=O)[O-])=O (5-methyl-2-(4-ethoxycarbonyl-2-nitrophenyl)isoxazolin-3-one), Cl (hydrogen chloride), Cl (hydrogen chloride), C=O (paraformaldehyde), S(O)(O)(=O)=O (sulfuric acid), C(C)(=O)O (acetic acid). Reagents/catalysts: [Cl-].[Zn+2].[Cl-] (zinc chloride). Solvent: O (water), O (water). Conditions: time 2 hour. Yields the product ClCC=1C(N(OC1C)C1=C(C=C(C=C1)C(=O)O)[N+](=O)[O-])=O (4-chloromethyl-5-methyl-2-(4-carboxy-2-nitrophenyl)-4-isoxazolin-3-one). Isolated yield 66.7%. As a reaction SMILES: C[CH:2]1O[N:5]([C:7]2[CH:12]=[CH:11][C:10]([C:13]([O:15]CC)=[O:14])=[CH:9][C:8]=2[N+:18]([O-:20])=[O:19])[C:4](=[O:21])[CH2:3]1.[CH2:22]=[O:23].S(=O)(=O)(O)O.[ClH:29].[C:30](O)(=O)C>[Cl-].[Zn+2].[Cl-].O>[Cl:29][CH2:2][C:3]1[C:4](=[O:21])[N:5]([C:7]2[CH:12]=[CH:11][C:10]([C:13]([OH:15])=[O:14])=[CH:9][C:8]=2[N+:18]([O-:20])=[O:19])[O:23][C:22]=1[CH3:30] |f:5.6.7|. Reported procedure: After mixing 279 g of 5-methyl-2-(4-ethoxycarbonyl-2-nitrophenyl)isoxazolin-3-one prepared in the above step, 700 ml of acetic acid, 129 g of paraformaldehyde, 156 g of zinc chloride, and 20 ml of sulfuric acid, the reaction system was saturated with hydrogen chloride gas at room temperature and the reaction was performed for 8 hours in a steam bath while further blowing hydrogen chloride gas into the system. Thereafter, 200 ml of water was added to the system and the reaction was further perfor...